Dataset: the Open Reaction Database (ORD), a public repository of structured organic reaction records. Task: describe an organic reaction: reactants, conditions, products, and yield Starting materials: O=C(OC(Cl)(Cl)Cl)OC(Cl)(Cl)Cl, CCOCCO, C1CCOC1, c1ccncc1. The product is CCOCCOC(=O)Cl. As a reaction SMILES: [C:1]([O:2][C:3]([Cl:4])([Cl:11])[Cl:12])(=[O:5])[O:6][C:7]([Cl:8])([Cl:9])[Cl:10].[CH3:13][CH2:14][O:15][CH2:16][CH2:17][OH:18].[O:25]1[CH2:26][CH2:27][CH2:28][CH2:29]1.[cH:19]1[cH:20][cH:21][n:22][cH:23][cH:24]1>>[O:2]=[C:3]([Cl:4])[O:18][CH2:17][CH2:16][O:15][CH2:14][CH3:13]. Reactants: ClC1=CC(=C(C=C1CC)[N+](=O)[O-])NC(C(F)(F)F)=O (4-Chloro-5-ethyl-2-trifluoracetamidonitrobenzene), C(=O)([O-])[O-].[K+].[K+] (K2CO3). The solvent is CO.O (methanol H2O), O (water). Reaction conditions: time 2 hour. Product: ClC=1C=C(N)C(=CC1CC)[N+](=O)[O-] (3-Chloro-4-ethyl-6-nitroaniline). Isolated yield 73.3%. Reaction SMILES: [Cl:1][C:2]1[C:7]([CH2:8][CH3:9])=[CH:6][C:5]([N+:10]([O-:12])=[O:11])=[C:4]([NH:13]C(=O)C(F)(F)F)[CH:3]=1.C([O-])([O-])=O.[K+].[K+]>CO.O.O>[Cl:1][C:2]1[CH:3]=[C:4]([C:5]([N+:10]([O-:12])=[O:11])=[CH:6][C:7]=1[CH2:8][CH3:9])[NH2:13] |f:1.2.3,4.5|. Procedure details: A mixture of 1.4 g (4.7 mmol) of 33 and 10 mL of 7% K2CO3 in methanol/H2O (3:2) was stirred at room temperature for 2 h. It was diluted with 15 mL of water, filtered, washed with water, and dried to leave 691 mg (73%) of a yellow solid; mp 100-101° C.; (Lit. 104-106° C. Lambooy & Lambooy, supra). 1H NMR (CDCl3), 1.228 (t, 3, J=7.5), 2.665 (q, 2, J=7.5), 5.957 (sb, 2), 6.859 (s, 1), 7.995 (s, 1). The reactants are CC1(CCC(C2=CC(=CC=C12)O)=O)C (4,4-Dimethyl-7-hydroxy-1-tetralone), C(C)(C)(C)[Si](C)(C)Cl (tertbutyldimethylsilyl chloride), N1C=NC=C1 (imidazole), C(=O)(O)[O-].[Na+] (NaHCO3). Solvent: CN(C=O)C (dimethylformamide). Run at time 5 hour. The product is CC1(CCC(C2=CC(=CC=C12)O[Si](C)(C)C(C)(C)C)=O)C (4,4-Dimethyl-7-[(t-butyldimethylsilyl)oxy]-1-tetralone). As a reaction SMILES: [CH3:1][C:2]1([CH3:14])[C:11]2[C:6](=[CH:7][C:8]([OH:12])=[CH:9][CH:10]=2)[C:5](=[O:13])[CH2:4][CH2:3]1.[C:15]([Si:19](Cl)([CH3:21])[CH3:20])([CH3:18])([CH3:17])[CH3:16].N1C=CN=C1.C([O-])(O)=O.[Na+]>CN(C)C=O>[CH3:1][C:2]1([CH3:14])[C:11]2[C:6](=[CH:7][C:8]([O:12][Si:19]([C:15]([CH3:18])([CH3:17])[CH3:16])([CH3:21])[CH3:20])=[CH:9][CH:10]=2)[C:5](=[O:13])[CH2:4][CH2:3]1 |f:3.4|. Procedure details: To a solution of compound XIV (2.00 g, 10.5 mmol) in dimethylformamide (16 mL) was added tertbutyldimethylsilyl chloride (1.90 g, 12.6 mmol) and imidazole (1.79 g, 26.3 mmol) at room temperature. After 5 hours, 5% NaHCO3 (50 mL) was added and the mixture was extracted with hexane (2×75 mL). The combined organic phases were dried over anhydrous magnesium sulfate and concentrated in vacuo to give 3.22 g (Y: 99%) of the title compound; 1H-NMR (CDCl3): δ7.44 (d, J=2.8 Hz, 1H), 7.29 (d, J=8.7 Hz, 1H)... Starting materials: C(C)(C)(C)OC(=O)N1CCN(CC1)C=1C(N(N=C(C1C)C1=CC(=C(C=C1)C)F)CC(C)C)=O (4-(4-tert-butoxycarbonyl-1-piperazinyl)-methyl-6-(3-fluoro-4-methylphenyl)-2-isobutyl-2H-pyridazin-3-one), C(C(C)C)N1N=C(C=C(C1=O)COS(=O)(=O)C)C1=CC=C(C=C1)S(=O)(=O)C (2-isobutyl-4-methanesulfonyloxymethyl-6-[4-(methylsulfonyl)phenyl]-2H-pyridazin-3-one), CN1CCNCC1 (1-methylpiperazine). The product is C(C(C)C)N1N=C(C(=C(C1=O)N1CCN(CC1)C)C)C1=CC=C(C=C1)S(=O)(=O)C (2-isobutyl-4-(4-methyl-1-piperazinyl)-methyl-6-[4-(methylsulfonyl)phenyl]-2H-pyridazin-3-one). The yield is 88.5%. RXN SMILES: C(O[C:6]([N:8]1[CH2:13][CH2:12][N:11]([C:14]2[C:15](=[O:33])[N:16]([CH2:29][CH:30]([CH3:32])[CH3:31])[N:17]=[C:18]([C:21]3[CH:26]=[CH:25][C:24](C)=[C:23](F)[CH:22]=3)[C:19]=2[CH3:20])[CH2:10][CH2:9]1)=O)(C)(C)C.C(N1C(=O)C(C[O:46][S:47]([CH3:50])(=O)=[O:48])=CC(C2C=CC(S(C)(=O)=O)=CC=2)=N1)C(C)C.CN1CCNCC1>>[CH2:29]([N:16]1[C:15](=[O:33])[C:14]([N:11]2[CH2:12][CH2:13][N:8]([CH3:6])[CH2:9][CH2:10]2)=[C:19]([CH3:20])[C:18]([C:21]2[CH:26]=[CH:25][C:24]([S:47]([CH3:50])(=[O:48])=[O:46])=[CH:23][CH:22]=2)=[N:17]1)[CH:30]([CH3:32])[CH3:31]. Procedure details: Following the procedure of Example 1 (10), 2-isobutyl-4-methanesulfonyloxymethyl-6-[4-(methylsulfonyl)phenyl]-2H-pyridazin-3-one and 1-methylpiperazine were reacted to yield the title compound as a yellow oil (yield: 88.5%). The reactants are CN(C)C(OC)OC (DMF-DMA), Cl.CC1=C(C(=CC=C1)C)NC(=O)NC(=N)NCC(F)(F)F (1-(2,6-dimethylphenylcarbamoyl)-3-(2,2,2-trifluoroethyl) guanidine hydrochloride), CC1=C(C(=CC=C1)C)N1C(NC(N=C1)NCC(F)(F)F)=O (1-(2,6-dimethylphenyl)-4-(2,2,2-trifluoroethylamino)dihydro-1,3,5-triazin-2-one). Solvent: CC#N (CH3CN). Run at temperature 100 celsius. The product is CC1=C(C(=CC=C1)C)N1C(N=C(N=C1)NCC(F)(F)F)=O (1-(2',6'-dimethylphenyl)-4-(2,2,2-trifluoroethylamino)-1,2-dihydro-1,3,5-triazin-2-one). As a reaction SMILES: Cl.CC1C=CC=C(C)C=1NC(NC(NCC(F)(F)F)=N)=O.CN(C(OC)OC)C.[CH3:30][C:31]1[CH:36]=[CH:35][CH:34]=[C:33]([CH3:37])[C:32]=1[N:38]1[CH:43]=[N:42][CH:41]([NH:44][CH2:45][C:46]([F:49])([F:48])[F:47])[NH:40][C:39]1=[O:50]>CC#N>[CH3:37][C:33]1[CH:34]=[CH:35][CH:36]=[C:31]([CH3:30])[C:32]=1[N:38]1[CH:43]=[N:42][C:41]([NH:44][CH2:45][C:46]([F:47])([F:49])[F:48])=[N:40][C:39]1=[O:50] |f:0.1|. Procedure: To a suspension of 130 g (40.0 mmol) of 1-(2,6-dimethylphenylcarbamoyl)-3-(2,2,2-trifluoroethyl) guanidine hydrochloride in CH3CN (50 ml) were added 95 g (80.0 mmol) of DMF-DMA and the mixture heated at reflux for two hours. The solvent was removed under vacuum, and the residue partitioned between CHCl3 and H2O. The layers were separated and the aqueous layer was extracted with CHCl3 (1×100 ml). The extracts were dried (MgSO4) and concentrated to give a white solid which was crystallized from ab... Starting materials: ClC=1C=C(C=CC1)N1C(O[C@]2(C1)CN([C@@H](C2)C(=O)O)C([C@H](C(C)(C)C)NC(=O)OC2CCCC2)=O)=O ((5S,8S)-3-(3-chlorophenyl)-7-((S)-2-(cyclopentyloxycarbonylamino)-3,3-dimethylbutanoyl)-2-oxo-1-oxa-3,7-diazaspiro[4.4]nonane-8-carboxylic acid), N[C@H](C(C(=O)NC1CC1)O)CCC ((3S)-3-amino-N-cyclopropyl-2-hydroxyhexanamide). Yields the product C1(CCCC1)OC(N[C@H](C(=O)N1C[C@]2(CN(C(O2)=O)C2=CC(=CC=C2)Cl)C[C@H]1C(N[C@H](C(C(=O)NC1CC1)O)CCC)=O)C(C)(C)C)=O (Cyclopentyl-(2S)-1-((5S,8S)-3-(3-chlorophenyl)-8-((3S)-1-(cyclopropylamino)-2-hydroxy-1-oxohexan-3-ylcarbamoyl)-2-oxo-1-oxa-3,7-diazaspiro[4.4]nonan-7-yl)-3,3-dimethyl-1-oxobutan-2-ylcarbamate). Isolated yield 36.0%. Reaction SMILES: [Cl:1][C:2]1[CH:3]=[C:4]([N:8]2[CH2:12][C@@:11]3([CH2:16][C@@H:15]([C:17](O)=[O:18])[N:14]([C:20](=[O:35])[C@@H:21]([NH:26][C:27]([O:29][CH:30]4[CH2:34][CH2:33][CH2:32][CH2:31]4)=[O:28])[C:22]([CH3:25])([CH3:24])[CH3:23])[CH2:13]3)[O:10][C:9]2=[O:36])[CH:5]=[CH:6][CH:7]=1.[NH2:37][C@@H:38]([CH2:47][CH2:48][CH3:49])[CH:39]([OH:46])[C:40]([NH:42][CH:43]1[CH2:45][CH2:44]1)=[O:41]>>[CH:30]1([O:29][C:27](=[O:28])[NH:26][C@@H:21]([C:22]([CH3:25])([CH3:23])[CH3:24])[C:20]([N:14]2[C@H:15]([C:17](=[O:18])[NH:37][C@@H:38]([CH2:47][CH2:48][CH3:49])[CH:39]([OH:46])[C:40]([NH:42][CH:43]3[CH2:44][CH2:45]3)=[O:41])[CH2:16][C@:11]3([O:10][C:9](=[O:36])[N:8]([C:4]4[CH:5]=[CH:6][CH:7]=[C:2]([Cl:1])[CH:3]=4)[CH2:12]3)[CH2:13]2)=[O:35])[CH2:34][CH2:33][CH2:32][CH2:31]1. Procedure details: Following the same procedure as Example 1 step 1 using (5S,8S)-3-(3-chlorophenyl)-7-((S)-2-(cyclopentyloxycarbonylamino)-3,3-dimethylbutanoyl)-2-oxo-1-oxa-3,7-diazaspiro[4.4]nonane-8-carboxylic acid (D3) (10 mg, 20 μmol) and (3S)-3-amino-N-cyclopropyl-2-hydroxyhexanamide (7 mg, 28 μmol) gave 5 mg (7.2 μmol) of Cyclopentyl-(2S)-1-((5S,8S)-3-(3-chlorophenyl)-8-((3S)-1-(cyclopropylamino)-2-hydroxy-1-oxohexan-3-ylcarbamoyl)-2-oxo-1-oxa-3,7-diazaspiro[4.4]nonan-7-yl)-3,3-dimethyl-1-oxobutan-2-ylcarba... The reactants are CCOC(=O)CCCCBr, CC(C)(C)[O-], [K+], CN(C)C=O, O=c1c2ccccc2oc2ccc(O)cc12. Yields the product CCOC(=O)CCCCOc1ccc2oc3ccccc3c(=O)c2c1. RXN SMILES: [Br:23][CH2:24][CH2:25][CH2:26][CH2:27][C:28](=[O:29])[O:30][CH2:31][CH3:32].[CH3:17][C:18]([CH3:19])([O-:20])[CH3:21].[K+:22].[O:33]=[CH:34][N:35]([CH3:36])[CH3:37].[OH:1][c:2]1[cH:3][c:4]2[c:5](=[O:16])[c:6]3[cH:7][cH:8][cH:9][cH:10][c:11]3[o:12][c:13]2[cH:14][cH:15]1>>[O:1]([c:2]1[cH:3][c:4]2[c:5](=[O:16])[c:6]3[cH:7][cH:8][cH:9][cH:10][c:11]3[o:12][c:13]2[cH:14][cH:15]1)[CH2:24][CH2:25][CH2:26][CH2:27][C:28](=[O:29])[O:30][CH2:31][CH3:32].